This data is from the Open Reaction Database (ORD), a public repository of structured organic reaction records. The task is: describe an organic reaction: reactants, conditions, products, and yield Reactants: ClC=1C=C(COC(=O)C=2C(C(=C(NC2C)C)C(=O)OC(C)C)C2=CC(=CC=C2)[N+](=O)[O-])C=CC1Cl (2,6-dimethyl-3-isopropoxycarbonyl-4-(3'-nitrophenyl)-1,4-dihydropyridine-5-carboxylic acid 3, 4-dichlorobenzyl ester), C(C)O (ethanol). Run in C(C)(C)O (isopropanol). Yields the product 3'-nitrobenzylideneacetoacetic acid isopropyl ester, ClC=1C=C(COC(\C=C(\C)/N)=O)C=CC1Cl (β-aminocrotonic acid 3,4-dichlorobenzyl ester). The yield is 75.0%. RXN SMILES: [Cl:1][C:2]1[CH:3]=[C:4]([CH:32]=[CH:33][C:34]=1[Cl:35])[CH2:5][O:6][C:7]([C:9]1C(C2C=CC=C([N+]([O-])=O)C=2)C(C(OC(C)C)=O)=C(C)[NH:13][C:14]=1[CH3:15])=[O:8].C(O)C>C(O)(C)C>[Cl:1][C:2]1[CH:3]=[C:4]([CH:32]=[CH:33][C:34]=1[Cl:35])[CH2:5][O:6][C:7](=[O:8])/[CH:9]=[C:14](\[NH2:13])/[CH3:15]. Reported procedure: Analogously to Example 1 eating a solution of 75 mmols of 3'-nitrobenzylideneacetoacetic acid isopropyl ester and 75 mmols of β-aminocrotonic acid 3,4-dichlorobenzyl ester in 120 ml of isopropanol gave 2,6-dimethyl-3-isopropoxycarbonyl-4-(3'-nitrophenyl)-1,4-dihydropyridine-5-carboxylic acid 3, 4-dichlorobenzyl ester of melting point 155° C (from ethanol). The reactants are CC(=O)O, CC(=O)O, CCOCC, CNC1CNC1, CN1CCCC1, Nc1nc(-n2cc(C(=O)O)c(=O)c3c(N)c(F)c(F)c(Cl)c32)c(F)cc1F, c1ccncc1. Yields the product CNC1CN(c2c(F)c(N)c3c(=O)c(C(=O)O)cn(-c4nc(N)c(F)cc4F)c3c2Cl)C1. As a reaction SMILES: [C:34]([OH:35])(=[O:36])[CH3:37].[C:38]([OH:39])(=[O:40])[CH3:41].[CH2:54]([O:55][CH2:56][CH3:57])[CH3:58].[CH3:42][NH:43][CH:44]1[CH2:45][NH:46][CH2:47]1.[CH3:48][N:49]1[CH2:50][CH2:51][CH2:52][CH2:53]1.[NH2:7][c:8]1[c:9]2[c:10](=[O:33])[c:11]([C:30](=[O:31])[OH:32])[cH:12][n:13](-[c:21]3[n:22][c:23]([NH2:29])[c:24]([F:28])[cH:25][c:26]3[F:27])[c:14]2[c:15]([Cl:20])[c:16]([F:19])[c:17]1[F:18].[cH:1]1[cH:2][cH:3][n:4][cH:5][cH:6]1>>[NH2:7][c:8]1[c:9]2[c:10](=[O:33])[c:11]([C:30](=[O:31])[OH:32])[cH:12][n:13](-[c:21]3[n:22][c:23]([NH2:29])[c:24]([F:28])[cH:25][c:26]3[F:27])[c:14]2[c:15]([Cl:20])[c:16]([N:46]2[CH2:45][CH:44]([NH:43][CH3:42])[CH2:47]2)[c:17]1[F:18]. Reactants: C(C=C)SC1C(C(N1)=O)CC (4-allylthio-3-ethylazetidinone), BrCC(=O)OC (methyl bromoacetate), C([O-])([O-])=O.[K+].[K+] (potassium carbonate). The solvent is CN(C=O)C (dimethylformamide). Conditions: time 8 hour. Product: COC(CN1C(C(C1SCC=C)CC)=O)=O (Methyl(4-allylthio-3-ethylazetidin-2-on-1-yl)acetate). RXN SMILES: [CH2:1]([S:4][CH:5]1[NH:8][C:7](=[O:9])[CH:6]1[CH2:10][CH3:11])[CH:2]=[CH2:3].Br[CH2:13][C:14]([O:16][CH3:17])=[O:15].C(=O)([O-])[O-].[K+].[K+]>CN(C)C=O>[CH3:17][O:16][C:14](=[O:15])[CH2:13][N:8]1[CH:5]([S:4][CH2:1][CH:2]=[CH2:3])[CH:6]([CH2:10][CH3:11])[C:7]1=[O:9] |f:2.3.4|. Procedure details: To a solution of 2.34 g of 4-allylthio-3-ethylazetidinone in 20 ml of redistilled dimethylformamide were added 1.37 ml of methyl bromoacetate and 4.16 g of ground potassium carbonate. The solution was stirred overnight then filtered through a pad of Hyflo, (Hyflo being a Trade Mark), poured into 75 ml of water, and extracted five times with ethyl acetate. The combined organic extracts were washed with water, dried over magnesium sulphate, and evaporated in vacuo to give the title compound. (Yiel... Reactants: ClC1=NC=CC(=C1)C1=CN=C2N1C=C(C=C2)NC2C(CCCC2)O ((1SR,2SR)-2-[3-(2-Chloro-pyridin-4-yl)-imidazo[1,2-a]pyridin-6-ylamino]-cyclohexanol), ClC1=NC=CC(=C1)C1=CN=C2N1C=C(C=C2)NC2C(CCCC2)O ((1SR,2SR)-2-[3-(2-Chloro-pyridin-4-yl)-imidazo[1,2-a]pyridin-6-ylamino]-cyclohexanol), O1C=C(C=C1)B(O)O (3-furyl boronic acid). Product: O1C=C(C=C1)C1=NC=CC(=C1)C1=CN=C2N1C=C(C=C2)NC2C(CCCC2)O ((1SR,2SR)-2-[3-(2-Furan-3-yl-pyridin-4-yl)-imidazo[1,2-a]pyridin-6-ylamino]-cyclohexanol). Reaction SMILES: Cl[C:2]1[CH:7]=[C:6]([C:8]2[N:12]3[CH:13]=[C:14]([NH:17][CH:18]4[CH2:23][CH2:22][CH2:21][CH2:20][CH:19]4[OH:24])[CH:15]=[CH:16][C:11]3=[N:10][CH:9]=2)[CH:5]=[CH:4][N:3]=1.[O:25]1[CH:29]=[CH:28][C:27](B(O)O)=[CH:26]1>>[O:25]1[CH:29]=[CH:28][C:27]([C:2]2[CH:7]=[C:6]([C:8]3[N:12]4[CH:13]=[C:14]([NH:17][CH:18]5[CH2:23][CH2:22][CH2:21][CH2:20][CH:19]5[OH:24])[CH:15]=[CH:16][C:11]4=[N:10][CH:9]=3)[CH:5]=[CH:4][N:3]=2)=[CH:26]1. Procedure: The title compound is prepared from (1SR,2SR)-2-[3-(2-Chloro-pyridin-4-yl)-imidazo[1,2-a]pyridin-6-ylamino]-cyclohexanol (Intermediate K) and 3-furyl boronic acid using a procedure analogous to that described in Example 2.3.